Dataset: the Open Reaction Database (ORD), a public repository of structured organic reaction records. Task: describe an organic reaction: reactants, conditions, products, and yield Reactants: BrC=1C=CC(=C(C#N)C1)N1C=NC(=C1)C (5-bromo-2-(4-methyl-imidazol-1-yl)-benzonitrile), C(C1=CC=CC=C1)N1N=C(C=C1)N (1-benzyl-1H-pyrazol-3-ylamine). Product: C(C1=CC=CC=C1)N1N=C(C=C1)NC=1C=CC(=C(C#N)C1)N1C=NC(=C1)C (5-(1-Benzyl-1H-pyrazol-3-ylamino)-2-(4-methyl-imidazol-1-yl)-benzonitrile), solid. Isolated yield 74.0%. Reaction SMILES: Br[C:2]1[CH:3]=[CH:4][C:5]([N:10]2[CH:14]=[C:13]([CH3:15])[N:12]=[CH:11]2)=[C:6]([CH:9]=1)[C:7]#[N:8].[CH2:16]([N:23]1[CH:27]=[CH:26][C:25]([NH2:28])=[N:24]1)[C:17]1[CH:22]=[CH:21][CH:20]=[CH:19][CH:18]=1>>[CH2:16]([N:23]1[CH:27]=[CH:26][C:25]([NH:28][C:2]2[CH:3]=[CH:4][C:5]([N:10]3[CH:14]=[C:13]([CH3:15])[N:12]=[CH:11]3)=[C:6]([CH:9]=2)[C:7]#[N:8])=[N:24]1)[C:17]1[CH:18]=[CH:19][CH:20]=[CH:21][CH:22]=1. Reported procedure: Prepared in analogy to example 1b) starting with 5-bromo-2-(4-methyl-imidazol-1-yl)-benzonitrile and 1-benzyl-1H-pyrazol-3-ylamine. The title compound was obtained as a yellow solid (Yield=74%). MS ISP (m/e): 355.2 (100) [(M+H)+].